From a dataset of the Open Reaction Database (ORD), a public repository of structured organic reaction records. describe an organic reaction: reactants, conditions, products, and yield RXN SMILES: [CH3:29][C:30](=[O:31])[O-:32].[CH3:33][CH2:34][OH:35].[ClH:25].[F:1][c:2]1[cH:3][cH:4][c:5]([CH2:8][CH2:9][N:10]([S:11](=[O:12])(=[O:13])[c:14]2[cH:15][s:16][c:17]([C:19]([CH:20]([CH3:21])[CH3:22])=[O:23])[cH:18]2)[CH3:24])[cH:6][cH:7]1.[NH2:26][OH:27].[Na+:28].[OH2:36]>>[F:1][c:2]1[cH:3][cH:4][c:5]([CH2:8][CH2:9][N:10]([S:11](=[O:12])(=[O:13])[c:14]2[cH:15][s:16][c:17]([C:19]([CH:20]([CH3:21])[CH3:22])=[N:26][OH:27])[cH:18]2)[CH3:24])[cH:6][cH:7]1. Product: CC(C)C(=NO)c1cc(S(=O)(=O)N(C)CCc2ccc(F)cc2)cs1. Starting materials: CC(=O)[O-], CCO, Cl, CC(C)C(=O)c1cc(S(=O)(=O)N(C)CCc2ccc(F)cc2)cs1, NO, [Na+], O. The reactants are CC1SC2(CN1)CCN(CC2)C (2,8-dimethyl-1-thia-3,8-diazaspiro[4.5]decane), C1(CCCCC1)N=C=NC1CCCCC1 (dicyclohexylcarbodiimide), C(CC)(=O)O (propionic acid). The solvent is ClCCl (dichloromethane). Run at time 8 hour. Yields the product CC1SC2(CN1C(CC)=O)CCN(CC2)C (1-(2,8-dimethyl-1-thia-3,8-diaza-spiro[4.5]dec-3-yl)-propan-1-one). Yield: 44.7%. RXN SMILES: [CH3:1][CH:2]1[NH:6][CH2:5][C:4]2([CH2:11][CH2:10][N:9]([CH3:12])[CH2:8][CH2:7]2)[S:3]1.C1(N=C=NC2CCCCC2)CCCCC1.[C:28](O)(=[O:31])[CH2:29][CH3:30]>ClCCl>[CH3:1][CH:2]1[N:6]([C:28](=[O:31])[CH2:29][CH3:30])[CH2:5][C:4]2([CH2:11][CH2:10][N:9]([CH3:12])[CH2:8][CH2:7]2)[S:3]1. Procedure details: To a stirred solution of 2,8-dimethyl-1-thia-3,8-diaza-spiro[4.5]decane (Example 1) (0.86 g, 4.62 mmol) in dichloromethane (90 ml) at room temperature was added dicyclohexylcarbodiimide (DCC) (1.28 g, 6.2 mmol) followed by addition of propionic acid (0.41 ml, 5.5 mmol). The resulting solution was stirred at room temperature overnight. During the reaction a white solid precipitated. After filtration the solvent was evaporated and the crude product was purified by flash chromatography (silica, CH2... Starting materials: [N+](=O)([O-])C1=CC=C(C=C1)N=C=S (4-Nitrophenyl isothiocyanate), [Cl-].C(C(C)C)[NH3+] (N-(isobutyl)ammonium chloride), OC[C@H](CC(C)C)N ((1S)-1-(Hydroxymethyl)-3-methylbutylamine), CC(C[C@@H](CO)NCC(C)C)C ((2S)-4-methyl-2-(isobutylamino)pentan-1-ol), OCCN (2-hydroxyethylamine), COC([C@@H](N)CC(C)C)=O ((L)-leucine methyl ester), OCCN (2-hydroxyethylamine), [Cl-].C(C(C)C)[NH3+] (N-(isobutyl)ammonium chloride). Product: [N+](=O)([O-])C1=CC=C(C=C1)N=C1SC[C@@H](N1CC(C)C)CC(C)C ((4S)-2-(4-nitrophenylimino)-3,4-diisobutyl-1,3-thiazolidine). Reaction SMILES: OC[C@@H](N)CC(C)C.COC(=O)[C@H](CC(C)C)N.OCCN.[CH3:23][CH:24]([CH3:34])[CH2:25][C@H:26]([NH:29][CH2:30][CH:31]([CH3:33])[CH3:32])[CH2:27]O.[Cl-].C([NH3+])C(C)C.[N+:41]([C:44]1[CH:49]=[CH:48][C:47]([N:50]=[C:51]=[S:52])=[CH:46][CH:45]=1)([O-:43])=[O:42]>>[N+:41]([C:44]1[CH:45]=[CH:46][C:47]([N:50]=[C:51]2[N:29]([CH2:30][CH:31]([CH3:33])[CH3:32])[C@@H:26]([CH2:25][CH:24]([CH3:34])[CH3:23])[CH2:27][S:52]2)=[CH:48][CH:49]=1)([O-:43])=[O:42] |f:4.5|. Procedure: (1S)-1-(Hydroxymethyl)-3-methylbutylamine was made from (L)-leucine methyl ester as described in Method B1b. The 2-hydroxyethylamine was converted to (2S)-4-methyl-2-(isobutylamino)pentan-1-ol as described in Method B4c. The resulting 2-hydroxyethylamine was converted to N-(1S)-1-(chloromethyl)-3-methylbutyl)-N-(isobutyl)ammonium chloride according to Method B7c. 4-Nitrophenyl isothiocyanate was reacted with N-(1S)-1-(chloromethyl)-3-methylbutyl)-N-(isobutyl)ammonium chloride to Method C1f to af... The reactants are [H][H] (hydrogen), NC1=NC=CC=C1C=O (2-amino-3-formylpyridine), C(C)OC(C(CCCCN1C(C(CC1C)CCC(C)=O)=O)C=1C=NC(=CC1)OC)=O ((6-Methoxy-pyridin-3-yl)-6-[5-methyl-2-oxo-3-(3-oxo-butyl)-pyrrolidin-1-yl]-hexanoic Acid Ethyl Ester), N1[C@H](C(=O)O)CCC1 (proline). The reagents and catalysts are [Pd] (palladium on carbon). Run in C(C)O (ethanol), C(C)O (ethanol), CO (methanol), C(C)(=O)OCC (ethyl acetate). Yields the product C(C)OC(C(CCCCN1C([C@H](CC1C)CCC1=NC=2NCCCC2C=C1)=O)C=1C=NC(=CC1)OC)=O ((6-Methoxy-pyridin-3-yl)-6-{5-methyl-2-oxo-3(S)-[2-(5,6,7,8-tetrahydro-[1,8]naphthyridin-2-yl)-ethyl]-pyrrolidin-1-yl}-hexanoic Acid Ethyl Ester). As a reaction SMILES: [NH2:1][C:2]1[C:7]([CH:8]=O)=[CH:6][CH:5]=[CH:4][N:3]=1.[CH2:10]([O:12][C:13](=[O:39])[CH:14]([C:31]1[CH:32]=[N:33][C:34]([O:37][CH3:38])=[CH:35][CH:36]=1)[CH2:15][CH2:16][CH2:17][CH2:18][N:19]1[CH:23]([CH3:24])[CH2:22][CH:21]([CH2:25][CH2:26][C:27](=O)[CH3:28])[C:20]1=[O:30])[CH3:11].N1CCC[C@H]1C(O)=O.[H][H]>C(O)C.C(OCC)(=O)C.CO.[Pd]>[CH2:10]([O:12][C:13](=[O:39])[CH:14]([C:31]1[CH:32]=[N:33][C:34]([O:37][CH3:38])=[CH:35][CH:36]=1)[CH2:15][CH2:16][CH2:17][CH2:18][N:19]1[CH:23]([CH3:24])[CH2:22][C@H:21]([CH2:25][CH2:26][C:27]2[CH:28]=[CH:8][C:7]3[CH2:6][CH2:5][CH2:4][NH:3][C:2]=3[N:1]=2)[C:20]1=[O:30])[CH3:11]. Reported procedure: A stirred solution of 2-amino-3-formylpyridine (341 mg, 2.80 mmol), 3-5 (900 mg, 2.15 mmol) and proline (322 mg, 2.80 mmol) in ethanol (20 mL) was heated at reflux for 4 h, and the cooled to ambient temperature. The reaction mixture was diluted with ethyl acetate, washed with saturated aqueous sodium hydrogen carbonate, saturated aqueous sodium chloride, and dried over anhydrous magnesium sulfate. The reaction mixture was filtered and concentrated at reduced pressure. The resulting oil was purif... Starting materials: C(C1=CC=CC=C1)OCC(F)C=1C=CC(=NC1C=1NC2=CC=CC(=C2C1)F)C=1C(=CC2=C(C(=C(O2)C2=CC=C(C=C2)F)C(=O)NC)C1)N(S(=O)(=O)C)C (5-(5-(2-(benzyloxy)-1-fluoroethyl)-6-(4-fluoro-1H-indol-2-yl)pyridin-2-yl)-2-(4-fluorophenyl)-N-methyl-6-(N-methylmethylsulfonamido)benzofuran-3-carboxamide). Reagents/catalysts: [OH-].[Pd+2].[OH-] (palladium hydroxide). The solvent is C1CCOC1 (THF). Run at time 2 hour. Product: FC1=C2C=C(NC2=CC=C1)C1=C(C=CC(=N1)C=1C(=CC2=C(C(=C(O2)C2=CC=C(C=C2)F)C(=O)NC)C1)N(S(=O)(=O)C)C)C(CO)F (5-(6-(4-fluoro-1H-indol-2-yl)-5-(1-fluoro-2-hydroxyethyl)pyridin-2-yl)-2-(4-fluorophenyl)-N-methyl-6-(N-methylmethylsulfonamido)benzofuran-3-carboxamide). The yield is 100.0%. Reaction SMILES: C([O:8][CH2:9][CH:10]([C:12]1[CH:13]=[CH:14][C:15]([C:28]2[C:29]([N:48]([CH3:53])[S:49]([CH3:52])(=[O:51])=[O:50])=[CH:30][C:31]3[O:35][C:34]([C:36]4[CH:41]=[CH:40][C:39]([F:42])=[CH:38][CH:37]=4)=[C:33]([C:43]([NH:45][CH3:46])=[O:44])[C:32]=3[CH:47]=2)=[N:16][C:17]=1[C:18]1[NH:19][C:20]2[C:25]([CH:26]=1)=[C:24]([F:27])[CH:23]=[CH:22][CH:21]=2)[F:11])C1C=CC=CC=1>C1COCC1.[OH-].[Pd+2].[OH-]>[F:27][C:24]1[CH:23]=[CH:22][CH:21]=[C:20]2[C:25]=1[CH:26]=[C:18]([C:17]1[N:16]=[C:15]([C:28]3[C:29]([N:48]([CH3:53])[S:49]([CH3:52])(=[O:51])=[O:50])=[CH:30][C:31]4[O:35][C:34]([C:36]5[CH:37]=[CH:38][C:39]([F:42])=[CH:40][CH:41]=5)=[C:33]([C:43]([NH:45][CH3:46])=[O:44])[C:32]=4[CH:47]=3)[CH:14]=[CH:13][C:12]=1[CH:10]([F:11])[CH2:9][OH:8])[NH:19]2 |f:2.3.4|. Procedure: To a solution of 5-(5-(2-(benzyloxy)-1-fluoroethyl)-6-(4-fluoro-1H-indol-2-yl)pyridin-2-yl)-2-(4-fluorophenyl)-N-methyl-6-(N-methylmethylsulfonamido)benzofuran-3-carboxamide (530 mg, 0.717 mmol) in THF (10 mL) was added palladium hydroxide (101 mg, 0.717 mmol). The mixture was hydrogenated under a balloon for 2 h. Filtration through a pad of celite removed the solid. After washing with ethyl acetate, the combined filtrate was concentrated in vacuo to give 5-(6-(4-fluoro-1H-indol-2-yl)-5-(1-fluor... Reactants: C(=O)(OCC1=CC=CC=C1)N(CCC[C@@H](NC(C(C1=CC=CC=C1)C1=CC=CC=C1)=O)C(=O)N[C@H](C)C1=CC=C(C=C1)OC)C(=NSC)C(=O)OCC1=CC=CC=C1 ((R)-N5 -(Cbz)-N5 -[methylthio(Cbz-iminomethyl)]-N2 -(diphenylacetyl)-(R)-N-[1-(4-methoxyphenyl)ethyl]ornithine amide), C(C)N (ethylamine). Solvent: CN(C)C=O (DMF). Yields the product C(=O)(OCC1=CC=CC=C1)N(CCC[C@@H](NC(C(C1=CC=CC=C1)C1=CC=CC=C1)=O)C(=O)N[C@H](C)C1=CC=C(C=C1)OC)C(=NNCC)C(=O)OCC1=CC=CC=C1 ((R)-N5 -(Cbz)-N5 -[Ethylamino(Cbz-iminomethyl)]-N2 -(diphenylacetyl)-(R)-N-[1-(4-methoxyphenyl)ethyl]ornithine amide). The yield is 65.6%. RXN SMILES: [C:1]([N:11]([C:45]([C:49]([O:51][CH2:52][C:53]1[CH:58]=[CH:57][CH:56]=[CH:55][CH:54]=1)=[O:50])=[N:46]SC)[CH2:12][CH2:13][CH2:14][C@H:15]([C:32]([NH:34][C@@H:35]([C:37]1[CH:42]=[CH:41][C:40]([O:43][CH3:44])=[CH:39][CH:38]=1)[CH3:36])=[O:33])[NH:16][C:17](=[O:31])[CH:18]([C:25]1[CH:30]=[CH:29][CH:28]=[CH:27][CH:26]=1)[C:19]1[CH:24]=[CH:23][CH:22]=[CH:21][CH:20]=1)([O:3][CH2:4][C:5]1[CH:10]=[CH:9][CH:8]=[CH:7][CH:6]=1)=[O:2].[CH2:59]([NH2:61])[CH3:60]>CN(C=O)C>[C:1]([N:11]([C:45]([C:49]([O:51][CH2:52][C:53]1[CH:58]=[CH:57][CH:56]=[CH:55][CH:54]=1)=[O:50])=[N:46][NH:61][CH2:59][CH3:60])[CH2:12][CH2:13][CH2:14][C@H:15]([C:32]([NH:34][C@@H:35]([C:37]1[CH:42]=[CH:41][C:40]([O:43][CH3:44])=[CH:39][CH:38]=1)[CH3:36])=[O:33])[NH:16][C:17](=[O:31])[CH:18]([C:25]1[CH:30]=[CH:29][CH:28]=[CH:27][CH:26]=1)[C:19]1[CH:24]=[CH:23][CH:22]=[CH:21][CH:20]=1)([O:3][CH2:4][C:5]1[CH:10]=[CH:9][CH:8]=[CH:7][CH:6]=1)=[O:2]. Procedure: A solution of (R)-N5 -(Cbz)-N5 -[methylthio(Cbz-iminomethyl)]-N2 -(diphenylacetyl)-(R)-N-[1-(4-methoxyphenyl)ethyl]ornithine amide(0.5g; 0.63 mmol; from step (d) above) and ethylamine (70% wt. in water; 0.08 mL; 0.94 mmol) in DMF (10 mL) was stirred for 1 h at room temperature. The DMF was removed in vacuo and the residue dissolved in EtOAc. The EtOAc solution was washed with KHSO4 solution, then 0.5 N NaOH solution and then brine, dried over Na2SO4 and concentrated in vacuo to afford 0.33 g of ... The reactants are ClC1=C(C(=CC(=C1)C)C)N1C2=C(CCC1)C(N(N2)C)=O (7-(2-chloro-4,6-dimethylphenyl)-2-methyl-1,2,4,5,6,7-hexahydropyrazolo-[3,4-b]pyridin-3-one), C1(=CC=CC=C1)P(C1=CC=CC=C1)C1=CC=CC=C1 (triphenylphosphine), CCCC(CCC)O (4-heptanol), CCOC(=O)/N=N/C(=O)OCC (diethylazodicarboxylate). The solvent is O1CCCC1 (tetrahydrofuran). Reaction conditions: time 16 hour. Yields the product ClC1=C(C(=CC(=C1)C)C)N1C=2C(CCC1)=C(N(N2)C)OC(CCC)CCC (7-(2-chloro-4,6-dimethylphenyl)-2-methyl-3-(1-propylbutoxy)-4,5,6,7-tetrahydro-2H-pyrazolo[3,4-b]pyridine). Isolated yield 31.4%. RXN SMILES: [Cl:1][C:2]1[CH:7]=[C:6]([CH3:8])[CH:5]=[C:4]([CH3:9])[C:3]=1[N:10]1[CH2:15][CH2:14][CH2:13][C:12]2[C:16](=[O:20])[N:17]([CH3:19])[NH:18][C:11]1=2.C1(P(C2C=CC=CC=2)C2C=CC=CC=2)C=CC=CC=1.[CH3:40][CH2:41][CH2:42][CH:43](O)[CH2:44][CH2:45][CH3:46].CCOC(/N=N/C(OCC)=O)=O>O1CCCC1>[Cl:1][C:2]1[CH:7]=[C:6]([CH3:8])[CH:5]=[C:4]([CH3:9])[C:3]=1[N:10]1[CH2:15][CH2:14][CH2:13][C:12]2=[C:16]([O:20][CH:43]([CH2:44][CH2:45][CH3:46])[CH2:42][CH2:41][CH3:40])[N:17]([CH3:19])[N:18]=[C:11]12. Reported procedure: A mixture of 200 mg of 7-(2-chloro-4,6-dimethylphenyl)-2-methyl-1,2,4,5,6,7-hexahydropyrazolo[3,4-b]pyridin-3-one (Example 1, step 5) and 337 mg of triphenylphosphine in 15 mL of dry tetrahydrofuran was treated with 124 mg of 4-heptanol and 224 mg of diethylazodicarboxylate. The mixture was placed under an atmosphere of nitrogen and stirred at room temperature for 16 h. The solvent was evaporated and the residue was purified by flash column chromatography on silica gel using 15% ethyl acetate/he...